describe an organic reaction: reactants, conditions, products, and yield From a dataset of the Open Reaction Database (ORD), a public repository of structured organic reaction records. The reactants are C(C)OC(CC(C(=O)C)C(C1=CC=CC=C1)=O)=O (3-benzoyl-levulinic acid-ethyl ester), C1(=CC=CC=C1)NN (phenyl-hydrazine), Cl (hydrochloric acid). Solvent: C(CCC)O (n-butanol). The product is CC1=NN(C(=C1CC(=O)O)C1=CC=CC=C1)C1=CC=CC=C1 (3-methyl-1,5-diphenyl-pyrazol-4-acetic acid). Yield: 93.9%. As a reaction SMILES: C([O:3][C:4](=[O:18])[CH2:5][CH:6]([C:10](=O)[C:11]1[CH:16]=[CH:15][CH:14]=[CH:13][CH:12]=1)[C:7]([CH3:9])=O)C.[C:19]1([NH:25][NH2:26])[CH:24]=[CH:23][CH:22]=[CH:21][CH:20]=1.Cl>C(O)CCC>[CH3:9][C:7]1[C:6]([CH2:5][C:4]([OH:3])=[O:18])=[C:10]([C:11]2[CH:12]=[CH:13][CH:14]=[CH:15][CH:16]=2)[N:25]([C:19]2[CH:24]=[CH:23][CH:22]=[CH:21][CH:20]=2)[N:26]=1. Reported procedure: 3.0 grams 3-benzoyl-levulinic acid-ethyl ester, 1.3 gram phenyl-hydrazine, 0.15 milliliter 2N aqueous hydrochloric acid and 25 milliliters n-butanol were mixed and the mixture heated to boiling temperature under reflux for 1.5 hour. The reaction mixture was evaporated in vacuo and benzene added to the residue. The benzene solution was adjusted to a pH of 4 and extracted with water. The benzene was evaporated from the solution, and 15 milliliters ethanol and 20 milliliters 1N aqueous sodium hydro... Starting materials: C1CC2=CC=CC=C2C(=O)C1 (α-tetralone), C(C)(C)[N-]C(C)C.[Li+] (lithium diisopropylamide), C(C)(C)[N-]C(C)C.[Li+] (lithium diisopropylamide), C(C)(=O)O (acetic acid), P(=O)(OCC)(OCC)Cl (diethyl chlorophosphate), enolate. Run in C1CCOC1 (THF), CCOCC (ether). Conditions: temperature -65 celsius. Yields the product O=C1C(CCC2=CC=CC=C12)P(OCC)(OCC)=O (Diethyl (1-oxo-1,2,3,4-tetrahydro-2-naphthyl)phosphonate). Reaction SMILES: [CH2:1]1[CH2:11][C:9](=[O:10])[C:8]2[C:3](=[CH:4][CH:5]=[CH:6][CH:7]=2)[CH2:2]1.C([N-]C(C)C)(C)C.[Li+].[P:20](Cl)([O:25][CH2:26][CH3:27])([O:22][CH2:23][CH3:24])=[O:21].C(O)(=O)C>C1COCC1.CCOCC>[O:10]=[C:9]1[C:8]2[C:3](=[CH:4][CH:5]=[CH:6][CH:7]=2)[CH2:2][CH2:1][CH:11]1[P:20](=[O:21])([O:25][CH2:26][CH3:27])[O:22][CH2:23][CH3:24] |f:1.2|. Reported procedure: A solution of α-tetralone (10 g, 68 mmol) in anhydrous THF (120 ml) is added dropwise to 1M lithium diisopropylamide solution (75 .mol, 75 ml) stirred at -65° C. under nitrogen. After stirring for 45 minutes, diethyl chlorophosphate (12.90 g, 75 mmol) is added to the enolate formed and the temperature of the mixture is progressively raised to 0° C. over a period of 50 minutes. After cooling to -70° C., the mixture is transferred to 2M lithium diisopropylamide solution (150 mmol, 75 ml). The solu... Starting materials: COC=1C=C2CCN(C(C2=CC1)CC1=CC=C(C=C1)OCC1=CC=CC=C1)C1=CC=C(C=C1)[N+](=O)[O-] (6-methoxy-2-(4-nitrophenyl)-1-[4-(phenylmethoxy)benzyl]-1,2,3,4-tetrahydroisoquinoline), Cl[Sn]Cl.O (SnCl2.H2O). Run in C1CCOC1.CC(=O)O (THF HOAc), O (water). Reaction conditions: temperature 60 celsius. Product: NC1=CC=C(C=C1)N1C(C2=CC=C(C=C2CC1)OC)CC1=CC=C(C=C1)OCC1=CC=CC=C1 (2-(4-Aminophenyl)-6-methoxy-1-[4-(phenylmethoxy)benzyl]-1,2,3,4-tetrahydroisoquinoline). The yield is 95.8%. Reaction SMILES: [CH3:1][O:2][C:3]1[CH:4]=[C:5]2[C:10](=[CH:11][CH:12]=1)[CH:9]([CH2:13][C:14]1[CH:19]=[CH:18][C:17]([O:20][CH2:21][C:22]3[CH:27]=[CH:26][CH:25]=[CH:24][CH:23]=3)=[CH:16][CH:15]=1)[N:8]([C:28]1[CH:33]=[CH:32][C:31]([N+:34]([O-])=O)=[CH:30][CH:29]=1)[CH2:7][CH2:6]2.Cl[Sn]Cl.O>C1COCC1.CC(O)=O.O>[NH2:34][C:31]1[CH:32]=[CH:33][C:28]([N:8]2[CH2:7][CH2:6][C:5]3[C:10](=[CH:11][CH:12]=[C:3]([O:2][CH3:1])[CH:4]=3)[CH:9]2[CH2:13][C:14]2[CH:19]=[CH:18][C:17]([O:20][CH2:21][C:22]3[CH:23]=[CH:24][CH:25]=[CH:26][CH:27]=3)=[CH:16][CH:15]=2)=[CH:29][CH:30]=1 |f:1.2,3.4|. Procedure details: A suspension of 6-methoxy-2-(4-nitrophenyl)-1-[4-(phenylmethoxy)benzyl]-1,2,3,4-tetrahydroisoquinoline (0.70 g, 1.46 mmol) and SnCl2.H2O (1.35 g, 6.0 mmol) in 20 mL of THF/HOAc (1:1) and 3 mL of water was heated at 60° C. for 3 h. The reaction mixture was concentrated under reduced pressure and the resulting residue was quenched by the addition of saturated aqueous NaHCO3 (50 mL). The aqueous layer was extracted with EtOAc (3×50 mL) and the combined organic layer was dried over MgSO4 then concen... Starting materials: CCNc1ccc(-c2c(C#N)c3ccc(OCC)cc3n2C2CCC2)cc1, O=C(Cl)OC1CCCC1, O=C([O-])Cl, c1ccncc1. Product: CCOc1ccc2c(C#N)c(-c3ccc(N(CC)C(=O)OC4CCCC4)cc3)n(C3CCC3)c2c1. As a reaction SMILES: [CH:1]1([n:5]2[c:6](-[c:19]3[cH:20][cH:21][c:22]([NH:25][CH2:26][CH3:27])[cH:23][cH:24]3)[c:7]([C:17]#[N:18])[c:8]3[cH:9][cH:10][c:11]([O:14][CH2:15][CH3:16])[cH:12][c:13]23)[CH2:2][CH2:3][CH2:4]1.[Cl:28][C:29](=[O:30])[O:31][CH:32]1[CH2:33][CH2:34][CH2:35][CH2:36]1.[Cl:37][C:38]([O-:39])=[O:40].[cH:41]1[cH:42][cH:43][n:44][cH:45][cH:46]1>>[CH:1]1([n:5]2[c:6](-[c:19]3[cH:20][cH:21][c:22]([N:25]([CH2:26][CH3:27])[C:29](=[O:30])[O:31][CH:32]4[CH2:33][CH2:34][CH2:35][CH2:36]4)[cH:23][cH:24]3)[c:7]([C:17]#[N:18])[c:8]3[cH:9][cH:10][c:11]([O:14][CH2:15][CH3:16])[cH:12][c:13]23)[CH2:2][CH2:3][CH2:4]1. Reported procedure: To a solution of 6-(5-methyl-3-phenyl-isoxazol-4-ylmethoxy)-nicotinic acid (200 mg, 0.64 mmol) in DMF (2 mL) was added 1,1′-carbonyl-diimidazole (115 mg, 0.71 mmol) and the reaction mixture was stirred for 0.5 h at 80° C. After cooling to ambient temperature 5-aminomethyl-isoxazolidin-3-one (82 mg, 0.71 mmol) was added and stirring was continued for 1 h at this temperature and for 2 h at 80° C. It was diluted with ethyl acetate (10 mL) and washed with water (10 mL) and aqueous sodium chloride (s... As a reaction SMILES: [CH3:1][C:2]1[O:6][N:5]=[C:4]([C:7]2[CH:12]=[CH:11][CH:10]=[CH:9][CH:8]=2)[C:3]=1[CH2:13][O:14][C:15]1[CH:23]=[CH:22][C:18]([C:19]([OH:21])=O)=[CH:17][N:16]=1.C(N1C=CN=C1)(N1C=CN=C1)=O.[NH2:36][CH2:37][CH:38]1[O:42][NH:41][C:40](=[O:43])[CH2:39]1>CN(C=O)C.C(OCC)(=O)C>[CH3:1][C:2]1[O:6][N:5]=[C:4]([C:7]2[CH:8]=[CH:9][CH:10]=[CH:11][CH:12]=2)[C:3]=1[CH2:13][O:14][C:15]1[CH:23]=[CH:22][C:18]([C:19]([NH:36][CH2:37][CH:38]2[O:42][NH:41][C:40](=[O:43])[CH2:39]2)=[O:21])=[CH:17][N:16]=1. The product is CC1=C(C(=NO1)C1=CC=CC=C1)COC1=NC=C(C(=O)NCC2CC(NO2)=O)C=C1 (6-(5-Methyl-3-phenyl-isoxazol-4-ylmethoxy)-N-(3-oxo-isoxazolidin-5-ylmethyl)-nicotinamide). Reaction conditions: temperature 80 celsius, time 0.5 hour. The yield is 5.0%. Solvent: C(C)(=O)OCC (ethyl acetate), CN(C)C=O (DMF). The reactants are CC1=C(C(=NO1)C1=CC=CC=C1)COC1=NC=C(C(=O)O)C=C1 (6-(5-methyl-3-phenyl-isoxazol-4-ylmethoxy)-nicotinic acid), C(=O)(N1C=NC=C1)N1C=NC=C1 (1,1′-carbonyl-diimidazole), NCC1CC(NO1)=O (5-aminomethyl-isoxazolidin-3-one). Starting materials: Cl.C1NCCC2=C1C(C1=C(S2)C=CC=C1)=O (1,2,3,4-tetrahydro-10H-(1)-benzothiopyrano[3,2-c]pyridin-10-one hydrochloride), BrCC1CCCCC1 (bromomethylcyclohexane). Product: Cl.C1(CCCCC1)CN1CC2=C(CC1)SC1=C(C2=O)C=CC=C1 (2-cyclohexylmethyl-1,2,3,4-tetrahydro-10H-(1)-benzothiopyrano[3,2-c]pyridin-10-one hydrochloride). RXN SMILES: [ClH:1].[CH2:2]1[C:7]2[C:8](=[O:16])[C:9]3[CH:15]=[CH:14][CH:13]=[CH:12][C:10]=3[S:11][C:6]=2[CH2:5][CH2:4][NH:3]1.Br[CH2:18][CH:19]1[CH2:24][CH2:23][CH2:22][CH2:21][CH2:20]1>>[ClH:1].[CH:19]1([CH2:18][N:3]2[CH2:4][CH2:5][C:6]3[S:11][C:10]4[CH:12]=[CH:13][CH:14]=[CH:15][C:9]=4[C:8](=[O:16])[C:7]=3[CH2:2]2)[CH2:24][CH2:23][CH2:22][CH2:21][CH2:20]1 |f:0.1,3.4|. Procedure details: Using the procedure of Example 19, 1,2,3,4-tetrahydro-10H-(1)-benzothiopyrano[3,2-c]pyridin-10-one hydrochloride and bromomethylcyclohexane were reacted to obtain 2-cyclohexylmethyl-1,2,3,4-tetrahydro-10H-(1)-benzothiopyrano[3,2-c]pyridin-10-one hydrochloride with the melting point and analysis of Table II.